Task: describe an organic reaction: reactants, conditions, products, and yield. Dataset: the Open Reaction Database (ORD), a public repository of structured organic reaction records RXN SMILES: [C:16](=[O:17])([O-:18])[O-:19].[CH2:13]([CH3:14])[Br:15].[CH3:22][C:23](=[O:24])[CH3:25].[K+:20].[K+:21].[OH:1][c:2]1[cH:3][c:4]([CH2:8][C:9](=[O:10])[O:11][CH3:12])[cH:5][cH:6][cH:7]1>>[O:1]([c:2]1[cH:3][c:4]([CH2:8][C:9](=[O:10])[O:11][CH3:12])[cH:5][cH:6][cH:7]1)[CH2:13][CH3:14]. The reactants are O=C([O-])[O-], CCBr, CC(C)=O, [K+], [K+], COC(=O)Cc1cccc(O)c1. Yields the product CCOc1cccc(CC(=O)OC)c1. The reactants are BrC=1C(=NC=NC1OC)OC (5-bromo-4,6-dimethoxypyrimidine), N1=CC=C(C=C1)B(O)O (pyridine-4-boronic acid), C(=O)([O-])[O-].[K+].[K+] (K2CO3). Solvent: C(C)O.C1CCOC1 (ethanol THF). Run at temperature 70 celsius. Product: COC1=NC=NC(=C1C1=CC=NC=C1)OC (4,6-dimethoxy-5-(pyridin-4-yl)pyrimidine). Isolated yield 82.4%. RXN SMILES: Br[C:2]1[C:3]([O:10][CH3:11])=[N:4][CH:5]=[N:6][C:7]=1[O:8][CH3:9].[N:12]1[CH:17]=[CH:16][C:15](B(O)O)=[CH:14][CH:13]=1.C([O-])([O-])=O.[K+].[K+]>C(O)C.C1COCC1>[CH3:11][O:10][C:3]1[C:2]([C:15]2[CH:16]=[CH:17][N:12]=[CH:13][CH:14]=2)=[C:7]([O:8][CH3:9])[N:6]=[CH:5][N:4]=1 |f:2.3.4,5.6|. Procedure: A mixture of 5-bromo-4,6-dimethoxypyrimidine (2.18 g, 10 mmol), pyridine-4-boronic acid (1.85 g, 15 mmol), K2CO3 (2.76 g, 20 mmol), and PXPd (539 mg, 1.0 mmol) in ethanol/THF (1:1, 25 mL) under argon was heated at 70° C. for 3 h. Analysis by HPLC/MS indicated that the reaction was complete. After the reaction mixture was cooled to room temperature, the solvent mixture was removed under reduced pressure. The residue was dissolved in EtOAc (30 mL) and washed with saturated aqueous NaCl (20 mL), th... Run in O1CCOCC1 (dioxane). Conditions: time 5 hour. The reagents and catalysts are [Pd] (palladium on carbon). Product: OC1=C(C(NC=C1)=O)C(C1=C(C(=C(C=C1)S(=O)(=O)C)OCC)C)=O (4-hydroxy-3-(3-ethoxy-2-methyl-4-methylsulfonylbenzoyl)pyrid-2-one). Procedure details: To a solution of the product of step (c) (0.387 g) in 8 ml dioxane was added 110 mg of 10% palladium on carbon (Degussa type, water wet). The mixture was then shaken for 5 hours, filtered and the filter cake washed. The solvents were evaporated to yield 260 mg of 4-hydroxy-3-(3-ethoxy-2-methyl-4-methylsulfonylbenzoyl)pyrid-2-one. Reactants: C(C1=CC=CC=C1)OC1=NC=CC(=C1C(C1=C(C(=C(C=C1)S(=O)(=O)C)OCC)C)=O)OCC1=CC=CC=C1 (2,4-dibenzyloxy-3-(3-ethoxy-2-methyl-4-methylsulfonylbenzoyl)pyridine). Isolated yield 101.6%. Reaction SMILES: C([O:8][C:9]1[C:14]([C:15](=[O:30])[C:16]2[CH:21]=[CH:20][C:19]([S:22]([CH3:25])(=[O:24])=[O:23])=[C:18]([O:26][CH2:27][CH3:28])[C:17]=2[CH3:29])=[C:13]([O:31]CC2C=CC=CC=2)[CH:12]=[CH:11][N:10]=1)C1C=CC=CC=1>O1CCOCC1.[Pd]>[OH:31][C:13]1[CH:12]=[CH:11][NH:10][C:9](=[O:8])[C:14]=1[C:15](=[O:30])[C:16]1[CH:21]=[CH:20][C:19]([S:22]([CH3:25])(=[O:23])=[O:24])=[C:18]([O:26][CH2:27][CH3:28])[C:17]=1[CH3:29]. Reactants: C1(CCCCC1)C[C@@H](C(CC)O)NC(OC(C)(C)C)=O ((S)-tert-butyl 1-cyclohexyl-3-hydroxypentan-2-ylcarbamate), N1=CC=CC=C1 (pyridine), S(=O)(=O)(C1=CC=C(C)C=C1)Cl (TsCl). The reagents and catalysts are CN(C)C=1C=CN=CC1 (DMAP). Run in C(Cl)Cl (CH2Cl2). Conditions: time 8 hour. The product is CC1=CC=C(C=C1)S(=O)(=O)OC([C@H](CC1CCCCC1)NC(=O)OC(C)(C)C)CC ((S)-2-(tert-butoxycarbonylamino)-1-cyclohexylpentan-3-yl 4-methylbenzenesulfonate). Reaction SMILES: [CH:1]1([CH2:7][C@H:8]([NH:13][C:14](=[O:20])[O:15][C:16]([CH3:19])([CH3:18])[CH3:17])[CH:9]([OH:12])[CH2:10][CH3:11])[CH2:6][CH2:5][CH2:4][CH2:3][CH2:2]1.N1C=CC=CC=1.[S:27](Cl)([C:30]1[CH:36]=[CH:35][C:33]([CH3:34])=[CH:32][CH:31]=1)(=[O:29])=[O:28]>CN(C1C=CN=CC=1)C.C(Cl)Cl>[CH3:34][C:33]1[CH:35]=[CH:36][C:30]([S:27]([O:12][CH:9]([CH2:10][CH3:11])[C@@H:8]([NH:13][C:14]([O:15][C:16]([CH3:19])([CH3:18])[CH3:17])=[O:20])[CH2:7][CH:1]2[CH2:2][CH2:3][CH2:4][CH2:5][CH2:6]2)(=[O:29])=[O:28])=[CH:31][CH:32]=1. Reported procedure: To a mixture of (S)-tert-butyl 1-cyclohexyl-3-hydroxypentan-2-ylcarbamate (1.067 g, 3.74 mmol), catalytic amount of DMAP, and pyridine (0.651 g, 8.24 mmol) at 0° C. was added TsCl (0.856 g, 4.49 mmol) in CH2Cl2 (4 mL) over 2 min. The resulting solution was stirred at rt overnight. The reaction mixture was diluted with EtoAc, washed with 1 M HCl, sat. aq. NaHCO3, brine, dried over Na2SO4 and filtered. The filtrate was concentrated and purified by on silica gel chromatography to give (S)-2-(tert-b... Reactants: CC1Cc2ccc(Br)cc2CN1c1cc(N2CCN(C)CC2)nc(N)n1, O=C([O-])O, C1COCCO1, CC(CC#N)n1cc(B2OC(C)(C)C(C)(C)O2)cn1, CO, [Na+], O, c1ccc(P(c2ccccc2)(c2ccccc2)[Pd](P(c2ccccc2)(c2ccccc2)c2ccccc2)(P(c2ccccc2)(c2ccccc2)c2ccccc2)P(c2ccccc2)(c2ccccc2)c2ccccc2)cc1. Product: CC1Cc2ccc(-c3cnn(C(C)CC#N)c3)cc2CN1c1cc(N2CCN(C)CC2)nc(N)n1. Reaction SMILES: [Br:1][c:2]1[cH:3][cH:4][c:5]2[c:10]([cH:11]1)[CH2:9][N:8]([c:12]1[n:13][c:14]([NH2:25])[n:15][c:16]([N:18]3[CH2:19][CH2:20][N:21]([CH3:24])[CH2:22][CH2:23]3)[cH:17]1)[CH:7]([CH3:26])[CH2:6]2.[C:46](=[O:47])([OH:48])[O-:49].[CH2:51]1[O:52][CH2:53][CH2:54][O:55][CH2:56]1.[CH3:27][C:28]1([CH3:29])[C:30]([CH3:31])([CH3:32])[O:33][B:34]([c:35]2[cH:36][n:37][n:38]([CH:40]([CH2:41][C:42]#[N:43])[CH3:44])[cH:39]2)[O:45]1.[CH3:57][OH:58].[Na+:50].[OH2:136].[cH:59]1[cH:60][cH:61][c:62]([P:63]([Pd:64]([P:65]([c:66]2[cH:67][cH:68][cH:69][cH:70][cH:71]2)([c:72]2[cH:73][cH:74][cH:75][cH:76][cH:77]2)[c:78]2[cH:79][cH:80][cH:81][cH:82][cH:83]2)([P:84]([c:85]2[cH:86][cH:87][cH:88][cH:89][cH:90]2)([c:91]2[cH:92][cH:93][cH:94][cH:95][cH:96]2)[c:97]2[cH:98][cH:99][cH:100][cH:101][cH:102]2)[P:103]([c:104]2[cH:105][cH:106][cH:107][cH:108][cH:109]2)([c:110]2[cH:111][cH:112][cH:113][cH:114][cH:115]2)[c:116]2[cH:117][cH:118][cH:119][cH:120][cH:121]2)([c:122]2[cH:123][cH:124][cH:125][cH:126][cH:127]2)[c:128]2[cH:129][cH:130][cH:131][cH:132][cH:133]2)[cH:134][cH:135]1>>[c:2]1(-[c:35]2[cH:36][n:37][n:38]([CH:40]([CH2:41][C:42]#[N:43])[CH3:44])[cH:39]2)[cH:3][cH:4][c:5]2[c:10]([cH:11]1)[CH2:9][N:8]([c:12]1[n:13][c:14]([NH2:25])[n:15][c:16]([N:18]3[CH2:19][CH2:20][N:21]([CH3:24])[CH2:22][CH2:23]3)[cH:17]1)[CH:7]([CH3:26])[CH2:6]2. The reactants are O=C([O-])O, Cl, NO, [Na+], O, CC(=O)CC(C)(C)O. Yields the product CC(CC(C)(C)O)=NO. Reaction SMILES: [C:12](=[O:13])([OH:14])[O-:15].[ClH:9].[NH2:10][OH:11].[Na+:16].[OH2:17].[OH:1][C:2]([CH2:3][C:4]([CH3:5])=[O:6])([CH3:7])[CH3:8]>>[OH:1][C:2]([CH2:3][C:4]([CH3:5])=[N:10][OH:11])([CH3:7])[CH3:8]. Starting materials: B(Br)(Br)Br (boron tribromide), NC1=C(C(=NC=N1)N[C@@H](C)C1=NN2C(C(N1C1=CC=CC=C1)=O)=C(C=C2)C)C2=CC(=C(C(=C2)OC)F)F ((S)-2-(1-((6-Amino-5-(3,4-difluoro-5-methoxyphenyl)pyrimidin-4-yl)amino)ethyl)-5-methyl-3-phenylpyrrolo[2,1-f][1,2,4]triazin-4(3H)-one), tribromide. Run in C(C)(=O)OCC (ethyl acetate), ClCCl (dichloromethane). Conditions: time 8 hour. The product is NC1=C(C(=NC=N1)N[C@@H](C)C1=NN2C(C(N1C1=CC=CC=C1)=O)=C(C=C2)C)C2=CC(=C(C(=C2)O)F)F ((S)-2-(1-((6-Amino-5-(3,4-difluoro-5-hydroxyphenyl)pyrimidin-4-yl)amino)ethyl)-5-methyl-3-phenylpyrrolo[2,1-f][1,2,4]triazin-4(3H)-one). Isolated yield 30.0%. Reaction SMILES: [NH2:1][C:2]1[N:7]=[CH:6][N:5]=[C:4]([NH:8][C@H:9]([C:11]2[N:16]([C:17]3[CH:22]=[CH:21][CH:20]=[CH:19][CH:18]=3)[C:15](=[O:23])[C:14]3=[C:24]([CH3:27])[CH:25]=[CH:26][N:13]3[N:12]=2)[CH3:10])[C:3]=1[C:28]1[CH:33]=[C:32]([O:34]C)[C:31]([F:36])=[C:30]([F:37])[CH:29]=1.B(Br)(Br)Br>ClCCl.C(OCC)(=O)C>[NH2:1][C:2]1[N:7]=[CH:6][N:5]=[C:4]([NH:8][C@H:9]([C:11]2[N:16]([C:17]3[CH:18]=[CH:19][CH:20]=[CH:21][CH:22]=3)[C:15](=[O:23])[C:14]3=[C:24]([CH3:27])[CH:25]=[CH:26][N:13]3[N:12]=2)[CH3:10])[C:3]=1[C:28]1[CH:33]=[C:32]([OH:34])[C:31]([F:36])=[C:30]([F:37])[CH:29]=1. Reported procedure: (S)-2-(1-((6-Amino-5-(3,4-difluoro-5-methoxyphenyl)pyrimidin-4-yl)amino)ethyl)-5-methyl-3-phenylpyrrolo[2,1-f][1,2,4]triazin-4(3H)-one (87 mg, 0.17 mmol) was dissolved in 3 mL dichloromethane. A solution of boron tribromide (1M, 520 μl, 0.52 mmol) was added dropwise and the reaction was stirred at room temperature overnight. Further tribromide (1M in dichloromethane, 260 μl, 0.26 mmol) was added dropwise and stirred for 2 h more. The mixture was diluted with ethyl acetate and washed with a solut... Starting materials: N#Cc1ccc(N2CCOCC2)c(N=C=S)c1, CCO, N. The product is N#Cc1ccc(N2CCOCC2)c(NC(N)=S)c1. As a reaction SMILES: [C:1](#[N:2])[c:3]1[cH:4][cH:5][c:6]([N:12]2[CH2:13][CH2:14][O:15][CH2:16][CH2:17]2)[c:7]([N:9]=[C:10]=[S:11])[cH:8]1.[CH3:19][CH2:20][OH:21].[NH3:18]>>[C:1](#[N:2])[c:3]1[cH:4][cH:5][c:6]([N:12]2[CH2:13][CH2:14][O:15][CH2:16][CH2:17]2)[c:7]([NH:9][C:10](=[S:11])[NH2:18])[cH:8]1. Reactants: [Cl-].[Ca+2].[Cl-] (calcium chloride), Cl (hydrochloric acid), O (water), ClC1=C(CNC(OC)=O)C=C(C=C1)C#CC(C)(C)O (methyl N-[2-chloro-5-(3-hydroxy-3-methyl-1-butynyl)benzyl]carbamate). Reagents/catalysts: [Cu]I (copper(I) iodide), [Cu] (copper). The solvent is C1(=CC=CC=C1)C (toluene). Reaction conditions: temperature 0 celsius, time 5 hour. Product: ClC1=C(CNC(OC)=O)C=C(C=C1)C#CC(C)(C)Cl (methyl N-[2-chloro-5-(3-chloro-3-methyl-1-butynyl)benzyl]carbamate). The yield is 133.1%. Reaction SMILES: [Cl:1][C:2]1[CH:13]=[CH:12][C:11]([C:14]#[C:15][C:16](O)([CH3:18])[CH3:17])=[CH:10][C:3]=1[CH2:4][NH:5][C:6](=[O:9])[O:7][CH3:8].[Cl-:20].[Ca+2].[Cl-].Cl.O>C1(C)C=CC=CC=1.[Cu]I.[Cu]>[Cl:1][C:2]1[CH:13]=[CH:12][C:11]([C:14]#[C:15][C:16]([Cl:20])([CH3:18])[CH3:17])=[CH:10][C:3]=1[CH2:4][NH:5][C:6](=[O:9])[O:7][CH3:8] |f:1.2.3|. Procedure details: 0.50 g of methyl N-[2-chloro-5-(3-hydroxy-3-methyl-1-butynyl)benzyl]carbamate was dissolved in 10 ml of toluene. This solution was added at 0° C. to a mixture comprising 0.15 g of calcium chloride, 0.11 g of copper(I) iodide, 0.01 g of copper and 10 ml of concentrated hydrochloric acid, followed by stirring at 0° C. for 5 hours. This reaction solution was poured into water and extracted with ethyl acetate, followed by drying over anhydrous magnesium sulfate. The solvent was distilled off under r...